From a dataset of the Open Reaction Database (ORD), a public repository of structured organic reaction records. describe an organic reaction: reactants, conditions, products, and yield Starting materials: BrCCOC1CCCCO1, CC1CN(C(=O)OC(C)(C)C)CC2Cc3ccc(CO)nc3N12, [H-], [Na+]. Yields the product CC1CN(C(=O)OC(C)(C)C)CC2Cc3ccc(COCCOC4CCCCO4)nc3N12. RXN SMILES: [Br:26][CH2:27][CH2:28][O:29][CH:30]1[O:31][CH2:32][CH2:33][CH2:34][CH2:35]1.[C:1]([CH3:2])([CH3:3])([CH3:4])[O:5][C:6](=[O:7])[N:8]1[CH2:9][CH:10]2[CH2:11][c:12]3[cH:13][cH:14][c:15]([CH2:22][OH:23])[n:16][c:17]3[N:18]2[CH:19]([CH3:21])[CH2:20]1.[H-:24].[Na+:25]>>[C:1]([CH3:2])([CH3:3])([CH3:4])[O:5][C:6](=[O:7])[N:8]1[CH2:9][CH:10]2[CH2:11][c:12]3[cH:13][cH:14][c:15]([CH2:22][O:23][CH2:27][CH2:28][O:29][CH:30]4[O:31][CH2:32][CH2:33][CH2:34][CH2:35]4)[n:16][c:17]3[N:18]2[CH:19]([CH3:21])[CH2:20]1.